This data is from the Open Reaction Database (ORD), a public repository of structured organic reaction records. The task is: describe an organic reaction: reactants, conditions, products, and yield Starting materials: COC1=CC=C(C=C1)C(C(=O)O)C(=O)O (4-methoxyphenyl malonic acid), BrC1=CC=C(C=C1)CCOCC1=CC=CC=C1 (2-(4-bromophenyl) ethylbenzylether), C([O-])([O-])=O.[Na+].[Na+] (sodium carbonate), C1(=CC=CC=C1)C (toluene). Reagents/catalysts: [Pd].C1(=CC=CC=C1)P(C1=CC=CC=C1)C1=CC=CC=C1.C1(=CC=CC=C1)P(C1=CC=CC=C1)C1=CC=CC=C1.C1(=CC=CC=C1)P(C1=CC=CC=C1)C1=CC=CC=C1.C1(=CC=CC=C1)P(C1=CC=CC=C1)C1=CC=CC=C1 (tetrakis (triphenylphosphine) palladium). Run in C(C)O (ethanol). The product is COC1=CC=C(C=C1)C1=CC=C(C=C1)CCOCC1=CC=CC=C1 (2-{4-(4-methoxyphenyl) phenyl}ethylbenzylether). Isolated yield 80.0%. RXN SMILES: [CH3:1][O:2][C:3]1[CH:8]=[CH:7][C:6]([CH:9]([C:13](O)=O)[C:10](O)=O)=[CH:5][CH:4]=1.BrC1C=[CH:21][C:20]([CH2:23][CH2:24][O:25][CH2:26][C:27]2[CH:32]=[CH:31][CH:30]=[CH:29][CH:28]=2)=[CH:19]C=1.C(=O)([O-])[O-].[Na+].[Na+].C1(C)C=CC=CC=1>[Pd].C1(P(C2C=CC=CC=2)C2C=CC=CC=2)C=CC=CC=1.C1(P(C2C=CC=CC=2)C2C=CC=CC=2)C=CC=CC=1.C1(P(C2C=CC=CC=2)C2C=CC=CC=2)C=CC=CC=1.C1(P(C2C=CC=CC=2)C2C=CC=CC=2)C=CC=CC=1.C(O)C>[CH3:1][O:2][C:3]1[CH:4]=[CH:5][C:6]([C:9]2[CH:10]=[CH:19][C:20]([CH2:23][CH2:24][O:25][CH2:26][C:27]3[CH:32]=[CH:31][CH:30]=[CH:29][CH:28]=3)=[CH:21][CH:13]=2)=[CH:7][CH:8]=1 |f:2.3.4,6.7.8.9.10|. Reported procedure: 1.57 g (10.3 mmol) of 4-methoxyphenyl malonic acid, 3.0 g (10.3 mmol) of 2-(4-bromophenyl) ethylbenzylether, 0.38 g of tetrakis (triphenylphosphine) palladium, 15 ml of 2M-sodium carbonate solution, 15 ml of toluene and 10 ml of ethanol were heated at 80° C. for 4 hours under presence of nitrogen. After reactions had been completed, extraction with toluene was performed. Then, the extracted solution was dried with anhydrous sodium sulfate. The solvent was removed by filtration, and then refining...